This data is from the Open Reaction Database (ORD), a public repository of structured organic reaction records. The task is: describe an organic reaction: reactants, conditions, products, and yield Starting materials: C(C)(C)(C)OC(=O)N1[C@@H](CC(C1)=NOCC)C(=O)O ((2S,4EZ)-1-(tert-butoxycarbonyl)-4-(ethoxyimino)-2-pyrrolidinecarboxylic acid), O=C1OC(=CC=C1C(=O)Cl)CCCCC (2-oxo-6-pentyl-2H-pyran-3-carbonyl chloride), C(C)N1C2=CC=CC=C2C=2C=C(C=CC12)N (9-ethyl-9H-carbazol-3-amine). The product is C(C)ON=C1C[C@H](N(C1)C(=O)C=1C(OC(=CC1)CCCCC)=O)C(=O)NC=1C=CC=2N(C3=CC=CC=C3C2C1)CC ((2S,4EZ)-4-(ethoxyimino)-N-(9-ethyl-9H-carbazol-3-yl)-1-[(2-oxo-6-pentyl-2H-pyran-3-yl)carbonyl]-2-pyrrolidinecarboxamide). RXN SMILES: C(O[C:6]([N:8]1[CH2:12][C:11](=[N:13][O:14][CH2:15][CH3:16])[CH2:10][C@H:9]1[C:17]([OH:19])=O)=[O:7])(C)(C)C.[O:20]=[C:21]1[C:26](C(Cl)=O)=[CH:25][CH:24]=[C:23]([CH2:30][CH2:31][CH2:32][CH2:33][CH3:34])[O:22]1.[CH2:35]([N:37]1[C:49]2[CH:48]=[CH:47][C:46]([NH2:50])=[CH:45][C:44]=2[C:43]2[C:38]1=[CH:39][CH:40]=[CH:41][CH:42]=2)[CH3:36]>>[CH2:15]([O:14][N:13]=[C:11]1[CH2:12][N:8]([C:6]([C:26]2[C:21](=[O:20])[O:22][C:23]([CH2:30][CH2:31][CH2:32][CH2:33][CH3:34])=[CH:24][CH:25]=2)=[O:7])[C@H:9]([C:17]([NH:50][C:46]2[CH:47]=[CH:48][C:49]3[N:37]([CH2:35][CH3:36])[C:38]4[C:43]([C:44]=3[CH:45]=2)=[CH:42][CH:41]=[CH:40][CH:39]=4)=[O:19])[CH2:10]1)[CH3:16]. Reported procedure: Following the general method as outlined in Example 22, starting from (2S,4EZ)-1-(tert-butoxycarbonyl)-4-(ethoxyimino)-2-pyrrolidinecarboxylic acid, 2-oxo-6-pentyl-2H-pyran-3-carbonyl chloride, and 9-ethyl-9H-carbazol-3-amine the title compound was obtained in 75% purity by LC/MS. MS(ESI+): m/z=557.4.